From a dataset of the Open Reaction Database (ORD), a public repository of structured organic reaction records. describe an organic reaction: reactants, conditions, products, and yield Reactants: N([C@@H](CCC(N)=O)C(=O)N[C@@H]([C@H](OCC1=CC=CC=C1)C)C(=O)N[C@@H](CC(OCC1=CC=CC=C1)=O)C(=O)N[C@@H](C(C)C)C(=O)NCC(=O)N[C@@H](C)C(=O)NCC(=O)N[C@@H]([C@H](OCC1=CC=CC=C1)C)C(=O)N1[C@H](C(=O)N)CCC1)C(=O)OC(C)(C)C (Boc-Gln-Thr(Bzl)-Asp(OBzl)-Val-Gly-Ala-Gly-Thr(Bzl)-Pro-NH2), N([C@@H]([C@H](OCC1=CC=CC=C1)C)C(=O)N1[C@H](C(=O)O)CCC1)C(=O)OC(C)(C)C (Boc-Thr(Bzl)-Pro-OH). Product: N([C@@H]([C@H](OCC1=CC=CC=C1)C)C(=O)N1[C@H](C(=O)N[C@@H](CCC(N)=O)C(=O)N[C@@H]([C@H](OCC2=CC=CC=C2)C)C(=O)N[C@@H](CC(OCC2=CC=CC=C2)=O)C(=O)N[C@@H](C(C)C)C(=O)NCC(=O)N[C@@H](C)C(=O)NCC(=O)N[C@@H]([C@H](OCC2=CC=CC=C2)C)C(=O)N2[C@H](C(=O)N)CCC2)CCC1)C(=O)OC(C)(C)C (Boc-Thr(Bzl)-Pro-Gln-Thr(Bzl)-Asp(OBzl)-Val-Gly-Ala-Gly-Thr(Bzl)-Pro-NH2). Isolated yield 84.2%. RXN SMILES: [NH:1](C(OC(C)(C)C)=O)[C@H:2]([C:8]([NH:10][C@H:11]([C:22]([NH:24][C@H:25]([C:37]([NH:39][C@H:40]([C:44]([NH:46][CH2:47][C:48]([NH:50][C@H:51]([C:53]([NH:55][CH2:56][C:57]([NH:59][C@H:60]([C:71]([N:73]1[CH2:80][CH2:79][CH2:78][C@H:74]1[C:75]([NH2:77])=[O:76])=[O:72])[C@@H:61]([CH3:70])[O:62][CH2:63][C:64]1[CH:69]=[CH:68][CH:67]=[CH:66][CH:65]=1)=[O:58])=[O:54])[CH3:52])=[O:49])=[O:45])[CH:41]([CH3:43])[CH3:42])=[O:38])[CH2:26][C:27](=[O:36])[O:28][CH2:29][C:30]1[CH:35]=[CH:34][CH:33]=[CH:32][CH:31]=1)=[O:23])[C@@H:12]([CH3:21])[O:13][CH2:14][C:15]1[CH:20]=[CH:19][CH:18]=[CH:17][CH:16]=1)=[O:9])[CH2:3][CH2:4][C:5](=[O:7])[NH2:6].[NH:88]([C:110]([O:112][C:113]([CH3:116])([CH3:115])[CH3:114])=[O:111])[C@H:89]([C:100]([N:102]1[CH2:109][CH2:108][CH2:107][C@H:103]1[C:104]([OH:106])=O)=[O:101])[C@@H:90]([CH3:99])[O:91][CH2:92][C:93]1[CH:98]=[CH:97][CH:96]=[CH:95][CH:94]=1>>[NH:88]([C:110]([O:112][C:113]([CH3:114])([CH3:115])[CH3:116])=[O:111])[C@H:89]([C:100]([N:102]1[CH2:109][CH2:108][CH2:107][C@H:103]1[C:104]([NH:1][C@H:2]([C:8]([NH:10][C@H:11]([C:22]([NH:24][C@H:25]([C:37]([NH:39][C@H:40]([C:44]([NH:46][CH2:47][C:48]([NH:50][C@H:51]([C:53]([NH:55][CH2:56][C:57]([NH:59][C@H:60]([C:71]([N:73]1[CH2:80][CH2:79][CH2:78][C@H:74]1[C:75]([NH2:77])=[O:76])=[O:72])[C@@H:61]([CH3:70])[O:62][CH2:63][C:64]1[CH:69]=[CH:68][CH:67]=[CH:66][CH:65]=1)=[O:58])=[O:54])[CH3:52])=[O:49])=[O:45])[CH:41]([CH3:43])[CH3:42])=[O:38])[CH2:26][C:27](=[O:36])[O:28][CH2:29][C:30]1[CH:35]=[CH:34][CH:33]=[CH:32][CH:31]=1)=[O:23])[C@@H:12]([CH3:21])[O:13][CH2:14][C:15]1[CH:20]=[CH:19][CH:18]=[CH:17][CH:16]=1)=[O:9])[CH2:3][CH2:4][C:5](=[O:7])[NH2:6])=[O:106])=[O:101])[C@@H:90]([CH3:99])[O:91][CH2:92][C:93]1[CH:98]=[CH:97][CH:96]=[CH:95][CH:94]=1. Procedure: By using 3.08 g of Boc-Gln-Thr(Bzl)-Asp(OBzl)-Val-Gly-Ala-Gly-Thr(Bzl)-Pro-NH2 and 1.52 g of Boc-Thr(Bzl)-Pro-OH, and the same procedure as in Reference Example 15 was repeated to obtain 3.21 g (yield: 85.4%) of the above-mentioned objective product. Starting materials: ClC1=CC=C(S1)C(=O)N[C@@H]1C[C@H](N(C1)CC(NC1=C(C=C(C=C1)N1C(C=CC=C1)=O)F)=O)C(=O)O ((2S,4R)-4-[(5-chloro-thiophene-2-carbonyl)-amino]-1-{[2-fluoro-4-(2-oxo-pyridin-1-yl)-phenylcarbamoyl]-methyl}-pyrrolidine-2-carboxylic acid), NCC1CC1 (aminomethylcyclopropane). Yields the product C1(CC1)CNC(=O)[C@H]1N(C[C@@H](C1)NC(=O)C=1SC(=CC1)Cl)CC(NC1=C(C=C(C=C1)N1C(C=CC=C1)=O)F)=O ((2S,4R)-4-[(5-chloro-thiophene-2-carbonyl)-amino]—1-{[2-fluoro-4-(2-oxo-pyridin-1-yl)-phenylcarbamoyl]-methyl}-pyrrolidine-2-carboxylic acid cyclopropylmethyl-amide), C1(CC1)CNC(=O)[C@@H]1N(C[C@@H](C1)NC(=O)C=1SC(=CC1)Cl)CC(NC1=C(C=C(C=C1)N1C(C=CC=C1)=O)F)=O ((2R,4R)-4-[(5-chloro-thiophene-2-carbonyl)-amino]-1-{[2-fluoro-4-(2-oxo-pyridin-1-yl)-phenylcarbamoyl]-methyl}-pyrrolidine-2-carboxylic acid cyclopropylmethyl-amide). Reaction SMILES: [Cl:1][C:2]1[S:6][C:5]([C:7]([NH:9][C@H:10]2[CH2:14][N:13]([CH2:15][C:16](=[O:32])[NH:17][C:18]3[CH:23]=[CH:22][C:21]([N:24]4[CH:29]=[CH:28][CH:27]=[CH:26][C:25]4=[O:30])=[CH:20][C:19]=3[F:31])[C@H:12]([C:33]([OH:35])=[O:34])[CH2:11]2)=[O:8])=[CH:4][CH:3]=1.[NH2:36][CH2:37][CH:38]1[CH2:40][CH2:39]1>>[CH:38]1([CH2:37][NH:36][C:33]([C@@H:12]2[CH2:11][C@@H:10]([NH:9][C:7]([C:5]3[S:6][C:2]([Cl:1])=[CH:3][CH:4]=3)=[O:8])[CH2:14][N:13]2[CH2:15][C:16](=[O:32])[NH:17][C:18]2[CH:23]=[CH:22][C:21]([N:24]3[CH:29]=[CH:28][CH:27]=[CH:26][C:25]3=[O:30])=[CH:20][C:19]=2[F:31])=[O:35])[CH2:40][CH2:39]1.[CH:38]1([CH2:37][NH:36][C:33]([C@H:12]2[CH2:11][C@@H:10]([NH:9][C:7]([C:5]3[S:6][C:2]([Cl:1])=[CH:3][CH:4]=3)=[O:8])[CH2:14][N:13]2[CH2:15][C:16](=[O:32])[NH:17][C:18]2[CH:23]=[CH:22][C:21]([N:24]3[CH:29]=[CH:28][CH:27]=[CH:26][C:25]3=[O:30])=[CH:20][C:19]=2[F:31])=[O:34])[CH2:40][CH2:39]1. Procedure: Using general procedure D (2S,4R)-4-[(5-chloro-thiophene-2-carbonyl)-amino]-1-{[2-fluoro-4-(2-oxo-pyridin-1-yl)-phenylcarbamoyl]-methyl}-pyrrolidine-2-carboxylic acid (example 12) was coupled with aminomethylcyclopropane to give (2S,4R)-4-[(5-chloro-thiophene-2-carbonyl)-amino]—1-{[2-fluoro-4-(2-oxo-pyridin-1-yl)-phenylcarbamoyl]-methyl}-pyrrolidine-2-carboxylic acid cyclopropylmethyl-amide and (2R,4R)-4-[(5-chloro-thiophene-2-carbonyl)-amino]-1-{[2-fluoro-4-(2-oxo-pyridin-1-yl)-phenylcarbamoyl]... The reactants are CCOC(=O)C(F)(F)F, C#CC(OCC)OCC, C1CCOC1, [Li]CCCC. Product: CCOC(C#CC(=O)C(F)(F)F)OCC. As a reaction SMILES: [CH2:15]([O:17][C:18](=[O:16])[C:19]([F:20])([F:21])[F:22])[CH3:23].[CH2:1]([CH3:2])[O:3][CH:4]([C:5]#[CH:6])[O:7][CH2:8][CH3:9].[CH2:24]1[O:25][CH2:26][CH2:27][CH2:28]1.[CH3:10][CH2:11][CH2:12][CH2:13][Li:14]>>[CH2:1]([CH3:2])[O:3][CH:4]([C:5]#[C:6][C:18](=[O:17])[C:19]([F:20])([F:21])[F:22])[O:7][CH2:8][CH3:9]. RXN SMILES: C[C:2]1[C:12](=[O:13])[C:11]2[CH:10]=[CH:9][CH:8]=[CH:7][C:6]=2[C:4](=[O:5])[CH:3]=1.[CH:14]([C:17]1[CH:22]=[CH:21][C:20]([CH2:23][C:24](O)=O)=[CH:19][CH:18]=1)([CH3:16])[CH3:15]>>[CH3:2][C:3]1[C:4](=[O:5])[CH:6]2[CH:11]([C:12](=[O:13])[C:24]=1[CH2:23][C:20]1[CH:19]=[CH:18][C:17]([CH:14]([CH3:15])[CH3:16])=[CH:22][CH:21]=1)[CH:10]=[CH:9][CH:8]=[CH:7]2. The reactants are CC1=CC(=O)C=2C=CC=CC2C1=O (menadione), C(C)(C)C1=CC=C(C=C1)CC(=O)O (4-isopropylphenylacetic acid). Procedure details: As starting materials for the coupling reaction menadione and 4-isopropylphenylacetic acid were used. Synthesis is realized according to the general procedure described in general procedure of example 1. After chromatography on silica gel (petroleum ether:CH2Cl2=1:1, UV), 395 mg (1.30 mmol, 58% yield) of P_TM100 were isolated as yellow solid. Product: CC=1C(C2C=CC=CC2C(C1CC1=CC=C(C=C1)C(C)C)=O)=O (2-Methyl-3-(4-isopropyl-benzyl)-4a,8a-dihydro-[1,4]naphthoquinone). The yield is 58.0%. The reactants are COC(=O)c1ccc2[nH]c(NCC3CCN(CCCc4ccccc4)CC3)nc2c1, CCOC(C)=O, CO, Cl, [Li+], [OH-]. Product: O=C(O)c1ccc2[nH]c(NCC3CCN(CCCc4ccccc4)CC3)nc2c1. As a reaction SMILES: [CH3:1][O:2][C:3](=[O:4])[c:5]1[cH:6][c:7]2[c:8]([nH:9][c:10]([NH:12][CH2:13][CH:14]3[CH2:15][CH2:16][N:17]([CH2:20][CH2:21][CH2:22][c:23]4[cH:24][cH:25][cH:26][cH:27][cH:28]4)[CH2:18][CH2:19]3)[n:11]2)[cH:29][cH:30]1.[CH3:34][CH2:35][O:36][C:37](=[O:38])[CH3:39].[CH3:40][OH:41].[ClH:33].[Li+:31].[OH-:32]>>[O:2]=[C:3]([OH:4])[c:5]1[cH:6][c:7]2[c:8]([nH:9][c:10]([NH:12][CH2:13][CH:14]3[CH2:15][CH2:16][N:17]([CH2:20][CH2:21][CH2:22][c:23]4[cH:24][cH:25][cH:26][cH:27][cH:28]4)[CH2:18][CH2:19]3)[n:11]2)[cH:29][cH:30]1. The reactants are ClCCl, CCOC(C)=O, [Na+], [Na+], O, CCCc1c(Cc2ccc(-c3ccccc3-c3noc(=O)[nH]3)cc2)c(=O)n(C2CCC(OCC(C)O)CC2)c2ccnn12, O=S([O-])([O-])=S. Yields the product CCCc1c(Cc2ccc(-c3ccccc3-c3noc(=O)[nH]3)cc2)c(=O)n(C2CCC(OCC(C)=O)CC2)c2ccnn12. As a reaction SMILES: [CH2:58]([Cl:59])[Cl:60].[CH3:44][CH2:45][O:46][C:47](=[O:48])[CH3:49].[Na+:56].[Na+:57].[OH2:50].[OH:1][CH:2]([CH2:3][O:4][CH:5]1[CH2:6][CH2:7][CH:8]([n:11]2[c:12]3[n:13]([c:14]([CH2:37][CH2:38][CH3:39])[c:15]([CH2:18][c:19]4[cH:20][cH:21][c:22](-[c:25]5[c:26](-[c:31]6[n:32][o:33][c:34](=[O:36])[nH:35]6)[cH:27][cH:28][cH:29][cH:30]5)[cH:23][cH:24]4)[c:16]2=[O:17])[n:40][cH:41][cH:42]3)[CH2:9][CH2:10]1)[CH3:43].[S:51]([O-:52])([O-:53])(=[O:54])=[S:55]>>[O:1]=[C:2]([CH2:3][O:4][CH:5]1[CH2:6][CH2:7][CH:8]([n:11]2[c:12]3[n:13]([c:14]([CH2:37][CH2:38][CH3:39])[c:15]([CH2:18][c:19]4[cH:20][cH:21][c:22](-[c:25]5[c:26](-[c:31]6[n:32][o:33][c:34](=[O:36])[nH:35]6)[cH:27][cH:28][cH:29][cH:30]5)[cH:23][cH:24]4)[c:16]2=[O:17])[n:40][cH:41][cH:42]3)[CH2:9][CH2:10]1)[CH3:43]. The product is BrCCC(=O)N1[C@H](C(=O)O)CCC1 (1-(3-Bromo-1-oxopropyl)-L-proline). Procedure: L-proline (5.75 g.) is dissolved in N sodium hydroxide with stirring in an ice bath. To this 50 ml. of N sodium hydroxide is added followed immediately by 3-bromopropanoyl chloride (8.5 g.). The pH is about 8 and the bath is removed. After 1.5 hours an additional 2.5 ml. of 2 N sodium hydroxide is added to bring the pH to 7. The reaction mixture is extracted twice with ether, the aqueous portion is acidified with concentrated hydrochloric acid and extracted into ethyl acetate. Yield 7.7 g. The 1... RXN SMILES: [NH:1]1[CH2:8][CH2:7][CH2:6][C@H:2]1[C:3]([OH:5])=[O:4].[Br:9][CH2:10][CH2:11][C:12](Cl)=[O:13]>[OH-].[Na+]>[Br:9][CH2:10][CH2:11][C:12]([N:1]1[CH2:8][CH2:7][CH2:6][C@H:2]1[C:3]([OH:5])=[O:4])=[O:13] |f:2.3|. Reaction conditions: time 1.5 hour. Starting materials: N1[C@H](C(=O)O)CCC1 (L-proline), BrCCC(=O)Cl (3-bromopropanoyl chloride). The solvent is [OH-].[Na+] (sodium hydroxide), [OH-].[Na+] (sodium hydroxide).